From a dataset of the Open Reaction Database (ORD), a public repository of structured organic reaction records. describe an organic reaction: reactants, conditions, products, and yield Starting materials: CS(=O)(=O)OCc1ccc2ncccc2c1, [Na], CN(C)C=O, c1c[nH]cn1. The product is c1cnc2ccc(Cn3ccnc3)cc2c1. As a reaction SMILES: [CH3:1][S:2]([O:3][CH2:6][c:7]1[cH:8][c:9]2[cH:10][cH:11][cH:12][n:13][c:14]2[cH:15][cH:16]1)(=[O:4])=[O:5].[Na:22].[O:23]=[CH:24][N:25]([CH3:26])[CH3:27].[nH:17]1[cH:18][n:19][cH:20][cH:21]1>>[CH2:6]([c:7]1[cH:8][c:9]2[cH:10][cH:11][cH:12][n:13][c:14]2[cH:15][cH:16]1)[n:17]1[cH:18][n:19][cH:20][cH:21]1. Starting materials: CS(C)=O, CCO, CCOC(=O)c1ccc2nc(N)c3ncccc3c2c1, [Na+], [OH-]. The product is Nc1nc2ccc(C(=O)O)cc2c2cccnc12. Reaction SMILES: [CH3:23][S:24]([CH3:25])=[O:26].[CH3:27][CH2:28][OH:29].[NH2:1][c:2]1[n:3][c:4]2[c:5]([c:6]3[cH:7][cH:8][cH:9][n:10][c:11]13)[cH:12][c:13]([C:16](=[O:17])[O:18][CH2:19][CH3:20])[cH:14][cH:15]2.[Na+:22].[OH-:21]>>[NH2:1][c:2]1[n:3][c:4]2[c:5]([c:6]3[cH:7][cH:8][cH:9][n:10][c:11]13)[cH:12][c:13]([C:16](=[O:17])[OH:18])[cH:14][cH:15]2.